Dataset: the Open Reaction Database (ORD), a public repository of structured organic reaction records. Task: describe an organic reaction: reactants, conditions, products, and yield Starting materials: C(C)OC1=CC(=NN1)C1=CC=CC=C1 (5-ethoxy-3-phenyl-1H-pyrazole), BrBr (bromine). Solvent: ClCCl (dichloromethane). Reaction conditions: time 2 hour. The product is BrC=1C(=NNC1OCC)C1=CC=CC=C1 (4-Bromo-5-ethoxy-3-phenyl-1H-pyrazole). Yield: 84.6%. Reaction SMILES: [CH2:1]([O:3][C:4]1[NH:8][N:7]=[C:6]([C:9]2[CH:14]=[CH:13][CH:12]=[CH:11][CH:10]=2)[CH:5]=1)[CH3:2].[Br:15]Br>ClCCl>[Br:15][C:5]1[C:6]([C:9]2[CH:14]=[CH:13][CH:12]=[CH:11][CH:10]=2)=[N:7][NH:8][C:4]=1[O:3][CH2:1][CH3:2]. Procedure details: To a solution of 5-ethoxy-3-phenyl-1H-pyrazole (1.0 g, 5.31 mmol) in dichloromethane (20 mL), was added bromine (0.849 g, 5.31 mmol) dropwise at room temperature. The reaction was stirred for 2 h, washed with saturated NaHCO3 solution and concentrated under reduced pressure. The residue was triturated with 10% ethyl acetate/hexane to give the title compound as a yellowish solid (1.20 g). LCMS m/z=268.07 [M+H]+; 1H NMR (400 MHz, DMSO-d6) δ ppm 1.38 (t, J=4.2 Hz, 3H), 4.39 (q, J=4.2 Hz, 2H), 7.45-...